From a dataset of the Open Reaction Database (ORD), a public repository of structured organic reaction records. describe an organic reaction: reactants, conditions, products, and yield Reactants: CNC(=O)C1=NC=CC(=C1)Cl (4-chloro-pyridine-2-carboxylic acid methylamide), NC=1N=NC=C(N1)C1=CC=C(C=C1)O (4-(3-amino-[1,2,4]triazin-5-yl)-phenol), solid, CC(C)([O-])C.[K+] (potassium tert-butoxide), C(=O)([O-])[O-].[K+].[K+] (K2CO3). Yields the product NC=1N=NC=C(N1)C1=CC=C(OC2=CC(=NC=C2)C(=O)NC)C=C1 (4-[4-(3-amino-[1,2,4]triazin-5-yl)-phenoxy]-N-methylpyridine-2-carboxamide). Run at temperature 100 celsius, time 15 minute. Reaction SMILES: [NH2:1][C:2]1[N:3]=[N:4][CH:5]=[C:6]([C:8]2[CH:13]=[CH:12][C:11]([OH:14])=[CH:10][CH:9]=2)[N:7]=1.CC(C)([O-])C.[K+].[CH3:21][NH:22][C:23]([C:25]1[CH:30]=[C:29](Cl)[CH:28]=[CH:27][N:26]=1)=[O:24].C([O-])([O-])=O.[K+].[K+]>CN(C=O)C.C(OCC)(=O)C.O>[NH2:1][C:2]1[N:3]=[N:4][CH:5]=[C:6]([C:8]2[CH:9]=[CH:10][C:11]([O:14][C:29]3[CH:28]=[CH:27][N:26]=[C:25]([C:23]([NH:22][CH3:21])=[O:24])[CH:30]=3)=[CH:12][CH:13]=2)[N:7]=1 |f:1.2,4.5.6|. Procedure: 3.71 g (19.73 mmol) of 4-(3-amino-[1,2,4]triazin-5-yl)-phenol can be dissolved in 80 mL of anhydrous DMF under argon atmosphere. 2.44 g (21.71 mmol, 1.1 equivalent) of solid potassium tert-butoxide can be added to the solution. The resulting mixture can be heated to about 100° C. and stirred at that temperature for 15 min. Then a solution of 3.7 g (21.71 mmol, 1.1 equivalent) of 4-chloro-pyridine-2-carboxylic acid methylamide in 10 mL of anhydrous DMF can be added, followed by 3.28 g (23.68 mmol... Run in CN(C)C=O (DMF), CN(C)C=O (DMF), C(C)(=O)OCC (ethyl acetate), O (water). The reactants are ClC1=C(C=CC=C1Cl)S(=O)(=O)NCCN1C(NCC1)=O (2,3-dichloro-N-[2-(2-oxoimidazolidin-1-yl)ethyl]benzenesulphonamide), C([O-])([O-])=O.[K+].[K+] (potassium carbonate), S(=O)(=O)(OC)OC (dimethyl sulphate). The solvent is O (water), CN(C=O)C (dimethylformamide). Run at time 8 hour. Product: ClC1=C(C=CC=C1Cl)S(=O)(=O)N(CCN1C(NCC1)=O)C (2,3-Dichloro-N-methyl-N-[2-(2-oxoimidazolidin-1-yl)ethyl]benzenesulphonamide). Reaction SMILES: [Cl:1][C:2]1[C:7]([Cl:8])=[CH:6][CH:5]=[CH:4][C:3]=1[S:9]([NH:12][CH2:13][CH2:14][N:15]1[CH2:19][CH2:18][NH:17][C:16]1=[O:20])(=[O:11])=[O:10].[C:21](=O)([O-])[O-].[K+].[K+].S(OC)(OC)(=O)=O>CN(C)C=O.O>[Cl:1][C:2]1[C:7]([Cl:8])=[CH:6][CH:5]=[CH:4][C:3]=1[S:9]([N:12]([CH3:21])[CH2:13][CH2:14][N:15]1[CH2:19][CH2:18][NH:17][C:16]1=[O:20])(=[O:11])=[O:10] |f:1.2.3|. Reported procedure: A solution of 0.57 g (1.69 mmol) of 2,3-dichloro-N-[2-(2-oxoimidazolidin-1-yl)ethyl]benzenesulphonamide and 0.23 g (1.7 mmol) of potassium carbonate in 10 ml dimethylformamide was stirred at room temperature for 10 minutes, 0.16 ml (1.69 mmol) of dimethyl sulphate were then added and the mixture was stirred at room temperature overnight. The mixture was then diluted with water and extracted with ethyl acetate. The combined organic extracts were dried over sodium sulphate and concentrated. The pr... Conditions: temperature 45 celsius, time 12 hour. Procedure: To a solution of methyl quinoline-6-carboxylate (148 g, 0.79 mol) in methanol (600 ml.), aqueous ammonia (800 ml) was added and then stirred at 45° C. for 12 h. The reaction mixture was concentrated to afford the title compound as a dark red solid (120 g, 88%). Reaction SMILES: [N:1]1[C:10]2[C:5](=[CH:6][C:7]([C:11]([O:13]C)=O)=[CH:8][CH:9]=2)[CH:4]=[CH:3][CH:2]=1.[NH3:15]>CO>[N:1]1[C:10]2[C:5](=[CH:6][C:7]([C:11]([NH2:15])=[O:13])=[CH:8][CH:9]=2)[CH:4]=[CH:3][CH:2]=1. Solvent: CO (methanol). The reactants are N1=CC=CC2=CC(=CC=C12)C(=O)OC (methyl quinoline-6-carboxylate), N (ammonia). Product: N1=CC=CC2=CC(=CC=C12)C(=O)N (Quinoline-6-carboxamide). The yield is 88.0%.